This data is from the Open Reaction Database (ORD), a public repository of structured organic reaction records. The task is: describe an organic reaction: reactants, conditions, products, and yield Reactants: [C-]#[N+]CC(=O)OCC, C=CC=O, c1ccccc1. The product is C=CC1OC=NC1C(=O)OCC. As a reaction SMILES: [CH2:1]([CH3:2])[O:3][C:4]([CH2:5][N+:6]#[C-:7])=[O:8].[CH:9](=[O:10])[CH:11]=[CH2:12].[cH:13]1[cH:14][cH:15][cH:16][cH:17][cH:18]1>>[CH2:1]([CH3:2])[O:3][C:4]([CH:5]1[N:6]=[CH:7][O:10][CH:9]1[CH:11]=[CH2:12])=[O:8].